From a dataset of the Open Reaction Database (ORD), a public repository of structured organic reaction records. describe an organic reaction: reactants, conditions, products, and yield Reactants: CC(CN1CCN(Cc2ccccc2)CC1)c1ccccc1F, CO, O=C[O-], [NH4+], [OH-], [OH-], [Pd+2]. The product is CC(CN1CCNCC1)c1ccccc1F. As a reaction SMILES: [CH2:1]([c:2]1[cH:3][cH:4][cH:5][cH:6][cH:7]1)[N:8]1[CH2:9][CH2:10][N:11]([CH2:14][CH:15]([CH3:16])[c:17]2[c:18]([F:23])[cH:19][cH:20][cH:21][cH:22]2)[CH2:12][CH2:13]1.[CH3:28][OH:29].[CH:24]([O-:25])=[O:26].[NH4+:27].[OH-:30].[OH-:32].[Pd+2:31]>>[NH:8]1[CH2:9][CH2:10][N:11]([CH2:14][CH:15]([CH3:16])[c:17]2[c:18]([F:23])[cH:19][cH:20][cH:21][cH:22]2)[CH2:12][CH2:13]1.